Dataset: the Open Reaction Database (ORD), a public repository of structured organic reaction records. Task: describe an organic reaction: reactants, conditions, products, and yield Starting materials: CCn1c(=O)n(-c2ccc(O)cc2)c2ncccc21, Cn1c(S(C)(=O)=O)nc2c1CCCC2, [H-], [Na+]. Product: CCn1c(=O)n(-c2ccc(Oc3nc4c(n3C)CCCC4)cc2)c2ncccc21. As a reaction SMILES: [CH2:15]([CH3:16])[n:17]1[c:18](=[O:33])[n:19](-[c:26]2[cH:27][cH:28][c:29]([OH:32])[cH:30][cH:31]2)[c:20]2[n:21][cH:22][cH:23][cH:24][c:25]12.[CH3:1][n:2]1[c:3]([S:11]([CH3:12])(=[O:13])=[O:14])[n:4][c:5]2[c:6]1[CH2:7][CH2:8][CH2:9][CH2:10]2.[H-:35].[Na+:34]>>[CH3:1][n:2]1[c:3]([O:32][c:29]2[cH:28][cH:27][c:26](-[n:19]3[c:18](=[O:33])[n:17]([CH2:15][CH3:16])[c:25]4[c:20]3[n:21][cH:22][cH:23][cH:24]4)[cH:31][cH:30]2)[n:4][c:5]2[c:6]1[CH2:7][CH2:8][CH2:9][CH2:10]2. The reactants are ( 5.8 ), ClC1=CC2=C(C=3C(CN=C2C2=C(C=CC=C2)Cl)=CNC3C)C=C1 (8-chloro-6-(2-chlorophenyl)-1-methyl-2H,4H-pyrrolo[3,4-d][2]benzazepine), ice, CC(C)([O-])C.[K+] (potassium t-butoxide), CI (methyl iodide). The solvent is CN(C=O)C (dimethylformamide), O (water). Run at temperature 0 celsius, time 10 minute. The product is ClC1=CC2=C(C=3C(CN=C2C2=C(C=CC=C2)Cl)=CN(C3C)C)C=C1 (8-chloro-6-(2-chlorophenyl)-1,2-dimethyl-2H,4H-pyrrolo[3,4-d][2]benzazepine). As a reaction SMILES: [Cl:1][C:2]1[CH:23]=[CH:22][C:5]2[C:6]3[C:7](=[CH:18][NH:19][C:20]=3[CH3:21])[CH2:8][N:9]=[C:10]([C:11]3[CH:16]=[CH:15][CH:14]=[CH:13][C:12]=3[Cl:17])[C:4]=2[CH:3]=1.[CH3:24]C(C)([O-])C.[K+].CI>CN(C)C=O.O>[Cl:1][C:2]1[CH:23]=[CH:22][C:5]2[C:6]3[C:7](=[CH:18][N:19]([CH3:24])[C:20]=3[CH3:21])[CH2:8][N:9]=[C:10]([C:11]3[CH:16]=[CH:15][CH:14]=[CH:13][C:12]=3[Cl:17])[C:4]=2[CH:3]=1 |f:1.2|. Reported procedure: In one portion, 2.0 g (5.8) mmol) of 8-chloro-6-(2-chlorophenyl)-1-methyl-2H,4H-pyrrolo[3,4-d][2]benzazepine were added to an ice-cooled solution of 0.8 g (7.1 mmol) of potassium t-butoxide in 20 ml of dry dimethylformamide. After stirring at 0° C. for 10 minutes, 0.8 ml (12.8 mmol) of methyl iodide was added and the resulting solution was stirred for 20 minutes. The mixture was diluted with water, and the resulting precipitate was collected by filtration. The solid was dissolved in methylene ch... The reactants are CC(C)O, Clc1ccccc1OCC1CO1, NCCOc1ccc(C(N)=O)cn1. Yields the product NC(=O)c1ccc(OCCNCC(O)COc2ccccc2Cl)nc1. As a reaction SMILES: [CH:26]([OH:27])([CH3:28])[CH3:29].[Cl:1][c:2]1[c:3]([O:8][CH2:9][CH:10]2[CH2:11][O:12]2)[cH:4][cH:5][cH:6][cH:7]1.[NH2:13][CH2:14][CH2:15][O:16][c:17]1[n:18][cH:19][c:20]([C:21](=[O:22])[NH2:23])[cH:24][cH:25]1>>[Cl:1][c:2]1[c:3]([O:8][CH2:9][CH:10]([CH2:11][NH:13][CH2:14][CH2:15][O:16][c:17]2[n:18][cH:19][c:20]([C:21](=[O:22])[NH2:23])[cH:24][cH:25]2)[OH:12])[cH:4][cH:5][cH:6][cH:7]1. Starting materials: O1CCOC2=C1C=CC(=C2)C(=O)C2=CC(=C(C=C2)OC)OCC ((2,3-Dihydrobenzo[1,4]dioxin-6-yl)-(3-ethoxy-4-methoxyphenyl)methanone), C(C)OP(OCC)(=O)CC#N (cyanomethylphosphonic acid diethyl ester), C[Si](C)(C)[N-][Si](C)(C)C.[Li+] (lithium bis (trimethylsilyl)amide), O1CCOC2=C1C=CC(=C2)C(=CC#N)C2=CC(=CC(=C2)OC)OC (3-(2,3-dihydrobenzo[1,4]dioxin-6-yl)-3-(3,5-dimethoxyphenyl)acrylonitrile). Run in C1CCOC1 (THF). Product: O1CCOC2=C1C=CC(=C2)C(=CC#N)C2=CC(=C(C=C2)OC)OCC (3-(2,3-Dihydro-benzo[1,4]dioxin-6-yl)-3-(3-ethoxy-4-methoxy-phenyl)-acrylonitrile), oil. Isolated yield 78.0%. RXN SMILES: [O:1]1[C:6]2[CH:7]=[CH:8][C:9]([C:11]([C:13]3[CH:18]=[CH:17][C:16]([O:19][CH3:20])=[C:15]([O:21][CH2:22][CH3:23])[CH:14]=3)=O)=[CH:10][C:5]=2[O:4][CH2:3][CH2:2]1.C(OP([CH2:32][C:33]#[N:34])(=O)OCC)C.C[Si]([N-][Si](C)(C)C)(C)C.[Li+].O1C2C=CC(C(C3C=C(OC)C=C(OC)C=3)=CC#N)=CC=2OCC1>C1COCC1>[O:1]1[C:6]2[CH:7]=[CH:8][C:9]([C:11]([C:13]3[CH:18]=[CH:17][C:16]([O:19][CH3:20])=[C:15]([O:21][CH2:22][CH3:23])[CH:14]=3)=[CH:32][C:33]#[N:34])=[CH:10][C:5]=2[O:4][CH2:3][CH2:2]1 |f:2.3|. Procedure: (2,3-Dihydrobenzo[1,4]dioxin-6-yl)-(3-ethoxy-4-methoxyphenyl)methanone (0.83 g, 2.64 mmol), cyanomethylphosphonic acid diethyl ester (0.83 ml, 5.28 mmol) in anhydrous THF (20 ml), and lithium bis (trimethylsilyl)amide (1.0 M solution in THF, 5.28 ml, 5.28 mmol) were treated in the same manner as described above for the synthesis of 3-(2,3-dihydrobenzo[1,4]dioxin-6-yl)-3-(3,5-dimethoxyphenyl)acrylonitrile. The crude material was purified via flash column chromatography (10% EtOAc in hexane gradie... The reactants are C(#N)[BH3-].[Na+] (sodium cyanoborohydride), C(C1=CC=CC=C1)NCCC1=C(NC2=CC=C(C=C12)[N+](=O)[O-])C1=CC(=CC(=C1)C)C (benzyl-{2-[2-(3,5-dimethylphenyl)-5-nitro-1H-indol-3-yl]ethyl}amine), N1=CC(=CC=C1)CCCC=O (4-pyridin-3-yl butyraldehyde), FC(C(=O)O)(F)F (trifluoroacetic acid). Run in CO (methanol). Reaction conditions: time 48 hour. Yields the product C(C1=CC=CC=C1)N(CCCCC=1C=NC=CC1)CCC1=C(NC2=CC=C(C=C12)[N+](=O)[O-])C1=CC(=CC(=C1)C)C (Benzyl-{2-[2-(3,5-dimethylphenyl)-5-nitro-1H-indol-3-yl]ethyl}-(4-pyridin-3-yl-butyl)amine). Isolated yield 72.4%. As a reaction SMILES: [CH2:1]([NH:8][CH2:9][CH2:10][C:11]1[C:19]2[C:14](=[CH:15][CH:16]=[C:17]([N+:20]([O-:22])=[O:21])[CH:18]=2)[NH:13][C:12]=1[C:23]1[CH:28]=[C:27]([CH3:29])[CH:26]=[C:25]([CH3:30])[CH:24]=1)[C:2]1[CH:7]=[CH:6][CH:5]=[CH:4][CH:3]=1.[N:31]1[CH:36]=[CH:35][CH:34]=[C:33]([CH2:37][CH2:38][CH2:39][CH:40]=O)[CH:32]=1.FC(F)(F)C(O)=O.C([BH3-])#N.[Na+]>CO>[CH2:1]([N:8]([CH2:9][CH2:10][C:11]1[C:19]2[C:14](=[CH:15][CH:16]=[C:17]([N+:20]([O-:22])=[O:21])[CH:18]=2)[NH:13][C:12]=1[C:23]1[CH:28]=[C:27]([CH3:29])[CH:26]=[C:25]([CH3:30])[CH:24]=1)[CH2:40][CH2:39][CH2:38][CH2:37][C:33]1[CH:32]=[N:31][CH:36]=[CH:35][CH:34]=1)[C:2]1[CH:3]=[CH:4][CH:5]=[CH:6][CH:7]=1 |f:3.4|. Reported procedure: A mixture of benzyl-{2-[2-(3,5-dimethylphenyl)-5-nitro-1H-indol-3-yl]ethyl}amine (700 mg) and 4-pyridin-3-yl butyraldehyde (314 mg) were solvated in 30 mL dry methanol to which ca. 2 g powdered 3 Å molecular sieves were added. The pH of this mixture was adjusted to 5 by the addition of trifluoroacetic acid and then 441 mg sodium cyanoborohydride was added and the mixture atirred at room temperature. After 48 hours, the mixture was filtered through diatomaceous earth, concentrated in vacuo and pu... Reaction conditions: time 2 hour. The solvent is C(Cl)Cl (DCM). Procedure details: Boc-anhydride (2.2 ml, 11.1 mmol, 1.2 eq.) was added to a solution of (R)-methyl 4-(1-aminoethyl)benzoate hydrochloride (2.0 g, 9.2 mmol, 1.0 eq.) and TEA (2.4 ml, 18.4 mmol, 2.0 eq.) in DCM (50 ml) at 0° C. and the reaction mixture was stirred at RT for 16 h. The mixture was diluted with DCM (75 ml) and washed with water (50 ml) and brine (50 ml). The organic layer was dried over Na2SO4 and concentrated to give the crude product which was purified by column chromatography (silica gel; 20% ethyl... Reaction SMILES: N1(CC2C=C3C(=CC=2)CC(N)CC3)CCCCC1.C(O)(C(F)(F)F)=O.[C:26]([NH:30][CH2:31][C:32]1[CH:37]=[CH:36][C:35]([C@H:38]([NH:40]C(=O)OC(C)(C)C)[CH3:39])=[CH:34][CH:33]=1)([CH3:29])([CH3:28])[CH3:27]>C(Cl)Cl>[NH2:40][C@@H:38]([C:35]1[CH:36]=[CH:37][C:32]([CH2:31][NH:30][C:26]([CH3:28])([CH3:27])[CH3:29])=[CH:33][CH:34]=1)[CH3:39]. Reactants: C(=O)(C(F)(F)F)O (TFA), C(C)(C)(C)NCC1=CC=C(C=C1)[C@@H](C)NC(OC(C)(C)C)=O ((R)-tert-butyl 1-(4-((tert-butylamino)methyl)-phenyl)ethylcarbamate), N1(CCCCC1)CC=1C=C2CCC(CC2=CC1)N (6-(piperidin-1-ylmethyl)-1,2,3,4-tetrahydronaphthalen-2-amine). The product is N[C@H](C)C1=CC=C(CNC(C)(C)C)C=C1 ((R)—N-(4-(1-Aminoethyl)benzyl)-2-methylpropan-2-amine). Starting materials: Cl (hydrochloric acid), ice, diazonium salt, ice-salt, diazonium salt hydrochloric acid, [O-]S(=O)S(=O)[O-].[Na+].[Na+] (Na2S2O4), [O-]S(=O)S(=O)[O-].[Na+].[Na+] (Na2S2O4), diazonium salt, S(=O)(C1=CC=C(C=C1)N)(=O)O (sulfanilic acid), C(=O)([O-])[O-].[Na+].[Na+] (Na2CO3), N(=O)[O-].[Na+] (NaNO2), [OH-].[Na+] (NaOH), CC1=C(C(=CC=C1C)C)O (2,3,6-trimethylphenol). The solvent is O (water), C(C)(=O)OCC (ethyl acetate), O (water), O (water). Run at temperature 15 celsius, time 45 minute. The product is NC1=C(C(=C(C(=C1)C)O)C)C (4-amino-2,3,6-trimethylphenol). Reaction SMILES: S(O)(=O)(C1C=CC([NH2:9])=CC=1)=O.C([O-])([O-])=O.[Na+].[Na+].N([O-])=O.[Na+].Cl.[OH-].[Na+].[CH3:25][C:26]1[C:31]([CH3:32])=[CH:30][CH:29]=[C:28]([CH3:33])[C:27]=1[OH:34].[O-]S(S([O-])=O)=O.[Na+].[Na+]>O.C(OCC)(=O)C>[NH2:9][C:30]1[CH:29]=[C:28]([CH3:33])[C:27]([OH:34])=[C:26]([CH3:25])[C:31]=1[CH3:32] |f:1.2.3,4.5,7.8,10.11.12|. Reported procedure: Into a solution of sulfanilic acid (13.0 grams, 68 mmol) in water (68 milliliters) contained in a 250 milliliter round bottom flask equipped with a magnetic stirrer, internal thermometer and ice bath at 15° C. was added solid Na2CO3 (3.69 grams, 34 mmol) followed by a solution of NaNO2 (5.1 grams, 74 mmol) in water (14 milliliters). The latter addition caused a color change from milky-white to orange. A separate 500 milliliter three-necked flask equipped with a magnetic stirrer, internal thermom...